This data is from the Open Reaction Database (ORD), a public repository of structured organic reaction records. The task is: describe an organic reaction: reactants, conditions, products, and yield Reactants: Cl.CNC (dimethylamine hydrochloride), P(=O)(Cl)(Cl)Cl (phosphorus oxychloride), C(=O)(O)COC[C@H]1N(C[C@@H](C1)OS(=O)(=O)C)C(=O)OCC1=CC=C(C=C1)[N+](=O)[O-] ((2S,4R)-2-(carboxymethyloxymethyl)-4-methanesulfonyloxy-1-(4-nitrobenzyloxycarbonyl)pyrrolidine), CN(C=O)C (dimethylformamide). Solvent: CO (methanol), C(C)N(CC)CC (triethylamine), C(C)(=O)OCC (ethyl acetate), O1CCCC1 (tetrahydrofuran), O1CCCC1 (tetrahydrofuran). Conditions: time 30 minute. Yields the product CN(C(=O)COC[C@H]1N(C[C@@H](C1)OS(=O)(=O)C)C(=O)OCC1=CC=C(C=C1)[N+](=O)[O-])C ((2S,4R)-2-(dimethylcarbamoyl)methyloxymethyl-4-methanesulfonyloxy-1-(4-nitrobenzyloxycarbonyl)pyrrolidine). As a reaction SMILES: [CH3:1][N:2]([CH3:5])[CH:3]=[O:4].P(Cl)(Cl)(Cl)=O.C([CH2:14][O:15][CH2:16][C@@H:17]1[CH2:21][C@@H:20]([O:22][S:23]([CH3:26])(=[O:25])=[O:24])[CH2:19][N:18]1[C:27]([O:29][CH2:30][C:31]1[CH:36]=[CH:35][C:34]([N+:37]([O-:39])=[O:38])=[CH:33][CH:32]=1)=[O:28])(O)=O.Cl.CNC>O1CCCC1.CO.C(OCC)(=O)C.C(N(CC)CC)C>[CH3:1][N:2]([CH3:5])[C:3]([CH2:14][O:15][CH2:16][C@@H:17]1[CH2:21][C@@H:20]([O:22][S:23]([CH3:26])(=[O:24])=[O:25])[CH2:19][N:18]1[C:27]([O:29][CH2:30][C:31]1[CH:32]=[CH:33][C:34]([N+:37]([O-:39])=[O:38])=[CH:35][CH:36]=1)=[O:28])=[O:4] |f:3.4|. Procedure: To a mixture of dimethylformamide (3.9 ml) and tetrahydrofuran (30 ml) was dropwise added phosphorus oxychloride (3.75 ml) at 0°-10° C. and the mixture was stirred at the same temperature for 30 minutes. To the mixture was added a solution of (2S,4R)-2-(carboxymethyloxymethyl)-4-methanesulfonyloxy-1-(4-nitrobenzyloxycarbonyl)pyrrolidine (14.50 g) in tetrahydrofuran (15 ml) at 0°-10° C. and the mixture was stirred at the same temperature for 30 minutes. The resulting mixture was dropwise added to... The reactants are CC(=O)OCC1(C)OC(n2cc(C)c(=O)[nH]c2=O)C(OC(C)=O)C1OC(C)=O, COc1ccc(P2(=S)SP(=S)(c3ccc(OC)cc3)S2)cc1, ClCCCl. Product: CC(=O)OCC1(C)OC(n2cc(C)c(=S)[nH]c2=O)C(OC(C)=O)C1OC(C)=O. RXN SMILES: [C:23]([CH3:24])(=[O:25])[O:26][CH2:27][C:28]1([CH3:50])[CH:29]([O:46][C:47]([CH3:48])=[O:49])[CH:30]([O:42][C:43]([CH3:44])=[O:45])[CH:31]([n:33]2[c:34](=[O:35])[nH:36][c:37](=[O:38])[c:39]([CH3:40])[cH:41]2)[O:32]1.[CH3:1][O:2][c:3]1[cH:4][cH:5][c:6]([P:7]2(=[S:10])[S:8][P:9]([c:11]3[cH:12][cH:13][c:14]([O:15][CH3:16])[cH:17][cH:18]3)(=[S:19])[S:20]2)[cH:21][cH:22]1.[Cl:51][CH2:52][CH2:53][Cl:54]>>[S:10]=[c:37]1[nH:36][c:34](=[O:35])[n:33]([CH:31]2[CH:30]([O:42][C:43]([CH3:44])=[O:45])[CH:29]([O:46][C:47]([CH3:48])=[O:49])[C:28]([CH2:27][O:26][C:23]([CH3:24])=[O:25])([CH3:50])[O:32]2)[cH:41][c:39]1[CH3:40]. Reactants: ClC1=NC=CC(=N1)C=1C=C(C#N)C=C(C1)N1CCOCC1 (3-(2-chloropyrimidin-4-yl)-5-morpholinobenzonitrile), COC1CCN(CC1)C1=NN(C=N1)C1=CC=C(N)C=C1 (4-(3-(4-methoxypiperidin-1-yl)-1H-1,2,4-triazol-1-yl)aniline). The product is COC1CCN(CC1)C1=NN(C=N1)C1=CC=C(C=C1)NC1=NC=CC(=N1)C=1C=C(C#N)C=C(C1)N1CCOCC1 (3-(2-(4-(3-(4-methoxypiperidin-1-yl)-1H-1,2,4-triazol-1-yl)phenylamino)pyrimidin-4-yl)-5-morpholinobenzonitrile). As a reaction SMILES: Cl[C:2]1[N:7]=[C:6]([C:8]2[CH:9]=[C:10]([CH:13]=[C:14]([N:16]3[CH2:21][CH2:20][O:19][CH2:18][CH2:17]3)[CH:15]=2)[C:11]#[N:12])[CH:5]=[CH:4][N:3]=1.[CH3:22][O:23][CH:24]1[CH2:29][CH2:28][N:27]([C:30]2[N:34]=[CH:33][N:32]([C:35]3[CH:41]=[CH:40][C:38]([NH2:39])=[CH:37][CH:36]=3)[N:31]=2)[CH2:26][CH2:25]1>>[CH3:22][O:23][CH:24]1[CH2:29][CH2:28][N:27]([C:30]2[N:34]=[CH:33][N:32]([C:35]3[CH:41]=[CH:40][C:38]([NH:39][C:2]4[N:7]=[C:6]([C:8]5[CH:9]=[C:10]([CH:13]=[C:14]([N:16]6[CH2:21][CH2:20][O:19][CH2:18][CH2:17]6)[CH:15]=5)[C:11]#[N:12])[CH:5]=[CH:4][N:3]=4)=[CH:37][CH:36]=3)[N:31]=2)[CH2:26][CH2:25]1. Procedure: 3-(2-(4-(3-(4-methoxypiperidin-1-yl)-1H-1,2,4-triazol-1-yl)phenylamino)pyrimidin-4-yl-5-morpholinobenzonitrile was obtained by following procedure E using 3-(2-chloropyrimidin-4-yl)-5-morpholinobenzonitrile and 4-(3-(4-methoxypiperidin-1-yl)-1H-1,2,4-triazol-1-yl)aniline. MS (ESI) 538.23 (M+H). The reactants are N1CCCCC1 (piperidine), C(C)(=O)O (acetic acid), C(CC(=O)OCC)(=O)OCC (diethyl malonate), ClC1=C(C(=NC=C1)C(C=O)C1CC1)OC(F)F (2-(4-chloro-3-difluoromethoxy-2-pyridyl)-2-cyclopropylethanal). Solvent: C(C)O (ethanol). Conditions: temperature 100 celsius. Yields the product ClC=1C=CN2C(C(=CC(=C2C1OC(F)F)C1CC1)C(=O)OCC)=O (ethyl 8-chloro-1-cyclopropyl-9-difloromethoxy-4-oxo-4H-quinolizine-3-carboxylate). RXN SMILES: [Cl:1][C:2]1[CH:7]=[CH:6][N:5]=[C:4]([CH:8]([CH:11]2[CH2:13][CH2:12]2)[CH:9]=O)[C:3]=1[O:14][CH:15]([F:17])[F:16].N1CCCCC1.C(O)(=O)C.[C:28](OCC)(=[O:35])[CH2:29][C:30]([O:32][CH2:33][CH3:34])=[O:31]>C(O)C>[Cl:1][C:2]1[CH:7]=[CH:6][N:5]2[C:4]([C:3]=1[O:14][CH:15]([F:17])[F:16])=[C:8]([CH:11]1[CH2:13][CH2:12]1)[CH:9]=[C:29]([C:30]([O:32][CH2:33][CH3:34])=[O:31])[C:28]2=[O:35]. Procedure details: 71.6 mg of 2-(4-chloro-3-difluoromethyl-2-pyridyl)-2-cyclopropylethanal (XII) was dissolved in 3 ml of anhydrous ethanol, to which were added 80 μl of piperidine, 80 μl of acetic acid and 220 μl of diethyl malonate and the resulting mixture was heated at 100° C. for 5 hours. The solvent was distilled off by under reduced pressure, and thereafter, the resulting mixture was diluted with ether, and the resulting organic layer was washed with water and saturated salt water, and dried over anhydrous ...